Dataset: the Open Reaction Database (ORD), a public repository of structured organic reaction records. Task: describe an organic reaction: reactants, conditions, products, and yield The reactants are Cc1cc(N)n[nH]1, CCO, CCN(C(C)C)C(C)C, N#Cc1cc(Cl)c(Cl)nc1Cl. Product: Cc1cc(Nc2nc(Cl)c(C#N)cc2Cl)n[nH]1. As a reaction SMILES: [CH3:12][c:13]1[cH:14][c:15]([NH2:18])[n:16][nH:17]1.[CH3:28][CH2:29][OH:30].[CH:19]([N:20]([CH2:21][CH3:22])[CH:23]([CH3:24])[CH3:25])([CH3:26])[CH3:27].[Cl:1][c:2]1[c:3]([C:4]#[N:5])[cH:6][c:7]([Cl:11])[c:8]([Cl:10])[n:9]1>>[Cl:1][c:2]1[c:3]([C:4]#[N:5])[cH:6][c:7]([Cl:11])[c:8]([NH:18][c:15]2[cH:14][c:13]([CH3:12])[nH:17][n:16]2)[n:9]1. The reactants are CCc1nc(NCCCCCC(=O)N(C)CCN2CCC(OC(=O)Nc3ccccc3-c3ccccc3)CC2)sc1C(=O)O, CCO, Cl, [Na+], [OH-]. The product is CN(CCN1CCC(OC(=O)Nc2ccccc2-c2ccccc2)CC1)C(=O)CCCCCNc1ncc(C(=O)O)s1. As a reaction SMILES: [CH2:3]([CH3:4])[c:5]1[n:6][c:7]([NH:13][CH2:14][CH2:15][CH2:16][CH2:17][CH2:18][C:19](=[O:20])[N:21]([CH3:22])[CH2:23][CH2:24][N:25]2[CH2:26][CH2:27][CH:28]([O:31][C:32]([NH:33][c:34]3[c:35](-[c:40]4[cH:41][cH:42][cH:43][cH:44][cH:45]4)[cH:36][cH:37][cH:38][cH:39]3)=[O:46])[CH2:29][CH2:30]2)[s:8][c:9]1[C:10](=[O:11])[OH:12].[CH3:48][CH2:49][OH:50].[ClH:47].[Na+:2].[OH-:1]>>[cH:5]1[n:6][c:7]([NH:13][CH2:14][CH2:15][CH2:16][CH2:17][CH2:18][C:19](=[O:20])[N:21]([CH3:22])[CH2:23][CH2:24][N:25]2[CH2:26][CH2:27][CH:28]([O:31][C:32]([NH:33][c:34]3[c:35](-[c:40]4[cH:41][cH:42][cH:43][cH:44][cH:45]4)[cH:36][cH:37][cH:38][cH:39]3)=[O:46])[CH2:29][CH2:30]2)[s:8][c:9]1[C:10](=[O:11])[OH:12]. The reactants are ClC(Cl)(Cl)Cl, CCOC(=O)CC(=O)CN1C(=O)CC1SC, Cl. As a reaction SMILES: [C:18]([Cl:19])([Cl:20])([Cl:21])[Cl:22].[CH3:1][S:2][CH:3]1[CH2:4][C:5](=[O:16])[N:6]1[CH2:7][C:8]([CH2:9][C:10](=[O:11])[O:12][CH2:13][CH3:14])=[O:15].[Cl:17]>>[CH:3]1([Cl:19])[CH2:4][C:5](=[O:16])[N:6]1[CH2:7][C:8]([CH2:9][C:10](=[O:11])[O:12][CH2:13][CH3:14])=[O:15]. Product: CCOC(=O)CC(=O)CN1C(=O)CC1Cl. The reactants are Fc1cc(F)cc(Br)c1, O=C(CCl)CCl, Cl, I, [Mg], C1CCOC1. The product is OC(CCl)(CCl)c1cc(F)cc(F)c1. Reaction SMILES: [Br:1][c:2]1[cH:3][c:4]([F:9])[cH:5][c:6]([F:8])[cH:7]1.[Cl:12][CH2:13][C:14](=[O:15])[CH2:16][Cl:17].[ClH:18].[I:11].[Mg:10].[O:19]1[CH2:20][CH2:21][CH2:22][CH2:23]1>>[c:2]1([C:14]([CH2:13][Cl:12])([OH:15])[CH2:16][Cl:17])[cH:3][c:4]([F:9])[cH:5][c:6]([F:8])[cH:7]1. The reactants are Nc1ccc(Br)cc1F, C1CCOC1, C[Si](C)(C)[N-][Si](C)(C)C, COC(=O)c1cc(C)c(=O)n(C)c1Cl, [Li+]. Product: COC(=O)c1cc(C)c(=O)n(C)c1Nc1ccc(Br)cc1F. As a reaction SMILES: [Br:1][c:2]1[cH:3][c:4]([F:9])[c:5]([NH2:8])[cH:6][cH:7]1.[CH2:34]1[O:35][CH2:36][CH2:37][CH2:38]1.[CH3:10][Si:11]([N-:12][Si:13]([CH3:14])([CH3:15])[CH3:16])([CH3:17])[CH3:18].[Cl:20][c:21]1[n:22]([CH3:33])[c:23](=[O:32])[c:24]([CH3:31])[cH:25][c:26]1[C:27](=[O:28])[O:29][CH3:30].[Li+:19]>>[Br:1][c:2]1[cH:3][c:4]([F:9])[c:5]([NH:8][c:21]2[n:22]([CH3:33])[c:23](=[O:32])[c:24]([CH3:31])[cH:25][c:26]2[C:27](=[O:28])[O:29][CH3:30])[cH:6][cH:7]1. Starting materials: CC1(O[C@H]2[C@@H](O1)CCC[C@@H]2N2C(C1=CC(=C(C=C1CC2)N2CCN(CC2)C2=C(C=CC=C2)C)NC(=O)C=2N=C(OC2)C2CC2)=O)C (2-cyclopropyl-oxazole-4-carboxylic acid [(S)-2-((3aR,7aS)-2,2-dimethyl-hexahydro-benzo[1,3]dioxol-4-yl)-1-oxo-6-(4-o-tolyl-piperazin-1-yl)-1,2,3,4-tetrahydro-isoquinolin-7-yl]-amide), Cl (HCl). Solvent: ClCCl (dichloromethane), CO (methanol). Run at time 1 hour. Yields the product O[C@@H]1[C@H](CCC[C@@H]1O)N1C(C2=CC(=C(C=C2CC1)N1CCN(CC1)C1=C(C=CC=C1)C)NC(=O)C=1N=C(OC1)C1CC1)=O (2-Cyclopropyl-oxazole-4-carboxylic acid [(S)-2-((2R,3S)-2,3-dihydroxy-cyclohexyl)-1-oxo-6-(4-o-tolyl-piperazin-1-yl)-1,2,3,4-tetrahydro-isoquinolin-7-yl]-amide). RXN SMILES: CC1(C)[O:6][C@H:5]2[CH2:7][CH2:8][CH2:9][C@H:10]([N:11]3[CH2:20][CH2:19][C:18]4[C:13](=[CH:14][C:15]([NH:34][C:35]([C:37]5[N:38]=[C:39]([CH:42]6[CH2:44][CH2:43]6)[O:40][CH:41]=5)=[O:36])=[C:16]([N:21]5[CH2:26][CH2:25][N:24]([C:27]6[CH:32]=[CH:31][CH:30]=[CH:29][C:28]=6[CH3:33])[CH2:23][CH2:22]5)[CH:17]=4)[C:12]3=[O:45])[C@H:4]2[O:3]1.Cl>CO.ClCCl>[OH:3][C@H:4]1[C@@H:5]([OH:6])[CH2:7][CH2:8][CH2:9][C@@H:10]1[N:11]1[CH2:20][CH2:19][C:18]2[C:13](=[CH:14][C:15]([NH:34][C:35]([C:37]3[N:38]=[C:39]([CH:42]4[CH2:43][CH2:44]4)[O:40][CH:41]=3)=[O:36])=[C:16]([N:21]3[CH2:22][CH2:23][N:24]([C:27]4[CH:32]=[CH:31][CH:30]=[CH:29][C:28]=4[CH3:33])[CH2:25][CH2:26]3)[CH:17]=2)[C:12]1=[O:45]. Reported procedure: To a stirred solution of 2-cyclopropyl-oxazole-4-carboxylic acid [(S)-2-((3aR,7aS)-2,2-dimethyl-hexahydro-benzo[1,3]dioxol-4-yl)-1-oxo-6-(4-o-tolyl-piperazin-1-yl)-1,2,3,4-tetrahydro-isoquinolin-7-yl]-amide (0.165 g, 0.26 mmol) in anhydrous methanol (2 mL) was added methanolic HCl (5 mL) at 0° C. under N2 atmosphere. The reaction mixture was allowed to stir at room temperature for 1 h. The progress of the reaction was monitored by the TLC. Upon completion of the reaction, the reaction mixture wa... Starting materials: C(C)OC(CCNC(C1=CC=C(C=C1)C(C(C)C)COC1=CC(=C(C(=C1)C)Br)C)=O)=O (3-{4-[1-(4-bromo-3,5-dimethyl-phenoxymethyl)-2-methyl-propyl]-benzoylamino}-propionic acid ethyl ester), C(C)(C)(C)C1=CC=C(C=C1)B(O)O (4-tert-butyl phenyl boronic acid). Yields the product C(C)(C)(C)C1=CC=C(C=C1)C1=C(C=C(C=C1C)OCC(C(C)C)C1=CC=C(C(=O)NCCC(=O)O)C=C1)C (racemic 3-{4-[1-(4′-tert-Butyl-2,6-dimethyl-biphenyl-4-yloxymethyl)-2-methyl-propyl]-benzoylamino}-propionic acid). Reaction SMILES: C([O:3][C:4](=[O:31])[CH2:5][CH2:6][NH:7][C:8](=[O:30])[C:9]1[CH:14]=[CH:13][C:12]([CH:15]([CH2:19][O:20][C:21]2[CH:26]=[C:25]([CH3:27])[C:24](Br)=[C:23]([CH3:29])[CH:22]=2)[CH:16]([CH3:18])[CH3:17])=[CH:11][CH:10]=1)C.[C:32]([C:36]1[CH:41]=[CH:40][C:39](B(O)O)=[CH:38][CH:37]=1)([CH3:35])([CH3:34])[CH3:33]>>[C:32]([C:36]1[CH:41]=[CH:40][C:39]([C:24]2[C:23]([CH3:29])=[CH:22][C:21]([O:20][CH2:19][CH:15]([C:12]3[CH:11]=[CH:10][C:9]([C:8]([NH:7][CH2:6][CH2:5][C:4]([OH:31])=[O:3])=[O:30])=[CH:14][CH:13]=3)[CH:16]([CH3:18])[CH3:17])=[CH:26][C:25]=2[CH3:27])=[CH:38][CH:37]=1)([CH3:35])([CH3:34])[CH3:33]. Procedure: The title compound is prepared by essentially following the procedures as described in Example 21, using 3-{4-[1-(4-bromo-3,5-dimethyl-phenoxymethyl)-2-methyl-propyl]-benzoylamino}-propionic acid ethyl ester and 4-tert-butyl phenyl boronic acid as starting materials. MS (ES): 514.2 [M+H]−. Yields the product CCOC(=O)C1(c2ccc(-c3ccc(-c4onc(C)c4CC(O)CNCc4ccccc4)cc3)cc2)CC1. Starting materials: CCOC(=O)C1(c2ccc(-c3ccc(-c4onc(C)c4CC4CO4)cc3)cc2)CC1, CN1CCCC1=O, NCc1ccccc1. Reaction SMILES: [CH2:1]([CH3:2])[O:3][C:4](=[O:5])[C:6]1([c:9]2[cH:10][cH:11][c:12](-[c:15]3[cH:16][cH:17][c:18](-[c:21]4[c:22]([CH2:27][CH:28]5[O:29][CH2:30]5)[c:23]([CH3:26])[n:24][o:25]4)[cH:19][cH:20]3)[cH:13][cH:14]2)[CH2:7][CH2:8]1.[CH3:39][N:40]1[CH2:41][CH2:42][CH2:43][C:44]1=[O:45].[NH2:31][CH2:32][c:33]1[cH:34][cH:35][cH:36][cH:37][cH:38]1>>[CH2:1]([CH3:2])[O:3][C:4](=[O:5])[C:6]1([c:9]2[cH:10][cH:11][c:12](-[c:15]3[cH:16][cH:17][c:18](-[c:21]4[c:22]([CH2:27][CH:28]([OH:29])[CH2:30][NH:31][CH2:32][c:33]5[cH:34][cH:35][cH:36][cH:37][cH:38]5)[c:23]([CH3:26])[n:24][o:25]4)[cH:19][cH:20]3)[cH:13][cH:14]2)[CH2:7][CH2:8]1. Reactants: ClC1=C(C=CC=C1)CCC(=O)N1CC2C(C2C1)(C)C=1C=C(C=CC1)NS(=O)(=O)C (N-(3-{3-[3-(2-chlorophenyl)propanoyl]-6-methyl-3-azabicyclo[3.1.0]hex-6-yl}phenyl)methanesulfonamide), [H-].[Al+3].[Li+].[H-].[H-].[H-] (lithium aluminium hydride), O (water), C([O-])([O-])=O.[Na+].[Na+] (sodium carbonate). The solvent is O1CCCC1 (tetrahydrofuran), C(C)(=O)OCC (ethyl acetate). Conditions: time 7 hour. Product: N (ammonia), ClC1=C(C=CC=C1)CCCN1CC2C(C2C1)(C)C=1C=C(C=CC1)NS(=O)(=O)C (N-(3-{3-[3-(2-Chlorophenyl)propyl]-6-methyl-3-azabicyclo[3.1.0]hex-6-yl}phenyl)methanesulfonamide). Isolated yield 159.1%. As a reaction SMILES: [Cl:1][C:2]1[CH:7]=[CH:6][CH:5]=[CH:4][C:3]=1[CH2:8][CH2:9][C:10]([N:12]1[CH2:17][CH:16]2[CH:14]([C:15]2([C:19]2[CH:20]=[C:21]([NH:25][S:26]([CH3:29])(=[O:28])=[O:27])[CH:22]=[CH:23][CH:24]=2)[CH3:18])[CH2:13]1)=O.[H-].[Al+3].[Li+].[H-].[H-].[H-].O.C(=O)([O-])[O-].[Na+].[Na+]>O1CCCC1.C(OCC)(=O)C>[NH3:12].[Cl:1][C:2]1[CH:7]=[CH:6][CH:5]=[CH:4][C:3]=1[CH2:8][CH2:9][CH2:10][N:12]1[CH2:13][CH:14]2[CH:16]([C:15]2([C:19]2[CH:20]=[C:21]([NH:25][S:26]([CH3:29])(=[O:28])=[O:27])[CH:22]=[CH:23][CH:24]=2)[CH3:18])[CH2:17]1 |f:1.2.3.4.5.6,8.9.10|. Procedure details: To a solution of N-(3-{3-[3-(2-chlorophenyl)propanoyl]-6-methyl-3-azabicyclo[3.1.0]hex-6-yl}phenyl)methanesulfonamide (Preparation 131, 100 mg, 0.231 mmol) in anhydrous tetrahydrofuran (2.5 ml) under a nitrogen atmosphere at 0° C. was added dropwise lithium aluminium hydride (1.0M solution in tetrahydrofuran, 0.25 ml, 0.25 mmol) and the reaction mixture was stirred at room temperature for 7 h. The rapidly stirred reaction mixture was treated sequentially with water (0.25 ml), sodium carbonate (2...